Dataset: the Open Reaction Database (ORD), a public repository of structured organic reaction records. Task: describe an organic reaction: reactants, conditions, products, and yield Reactants: C(#N)C1(CC1)NC(=O)C=1C=CC(=C(C1)C=1C=CC2=C(C(=C(O2)C2=CC=C(C=C2)F)C(=O)NC)C1)C (5-(5-(1-cyanocyclopropylcarbamoyl)-2-methylphenyl)-2-(4-fluorophenyl)-N-methylbenzofuran-3-carboxamide), [N-]=[N+]=[N-].[Na+] (NaN3), [NH4+].[Cl-] (NH4Cl), [N-]=[N+]=[N-].[Na+] (NaN3), [Cl-].[NH4+] (ammonium chloride), [N-]=[N+]=[N-].[Na+] (sodium azide), [NH4+].[Cl-] (NH4Cl). Solvent: CN(C)C=O (DMF), CO (MeOH). Run at temperature 120 celsius, time 4 hour. Product: N1N=NN=C1C1(CC1)NC(=O)C=1C=CC(=C(C1)C=1C=CC2=C(C(=C(O2)C2=CC=C(C=C2)F)C(=O)NC)C1)C (5-(5-(1-(1H-Tetrazol-5-yl)cyclopropylcarbamoyl)-2-methylphenyl)-2-(4-fluorophenyl)-N-methylbenzo furan-3-carboxamide). RXN SMILES: [C:1]([C:3]1([NH:6][C:7]([C:9]2[CH:10]=[CH:11][C:12]([CH3:35])=[C:13]([C:15]3[CH:16]=[CH:17][C:18]4[O:22][C:21]([C:23]5[CH:28]=[CH:27][C:26]([F:29])=[CH:25][CH:24]=5)=[C:20]([C:30]([NH:32][CH3:33])=[O:31])[C:19]=4[CH:34]=3)[CH:14]=2)=[O:8])[CH2:5][CH2:4]1)#[N:2].[Cl-].[NH4+].[N-:38]=[N+:39]=[N-:40].[Na+]>CN(C=O)C.CO>[NH:38]1[C:1]([C:3]2([NH:6][C:7]([C:9]3[CH:10]=[CH:11][C:12]([CH3:35])=[C:13]([C:15]4[CH:16]=[CH:17][C:18]5[O:22][C:21]([C:23]6[CH:28]=[CH:27][C:26]([F:29])=[CH:25][CH:24]=6)=[C:20]([C:30]([NH:32][CH3:33])=[O:31])[C:19]=5[CH:34]=4)[CH:14]=3)=[O:8])[CH2:4][CH2:5]2)=[N:2][N:40]=[N:39]1 |f:1.2,3.4|. Procedure: To a mixture of 5-(5-(1-cyanocyclopropylcarbamoyl)-2-methylphenyl)-2-(4-fluorophenyl)-N-methylbenzofuran-3-carboxamide (25.1 mg, 0.054 mmol) in DMF (1 mL) at r.t. under N2 was added ammonium chloride (8.62 mg, 0.161 mmol), and then sodium azide (6.98 mg, 0.107 mmol). The mixture was stirred at 120° C. for about 4 hours. The mixture was cooled to r.t., and added with another 18 mg of NH4Cl and then 14 mg of NaN3. The mixture was stirred at 120° C. for 14.5 hours. The mixture was cooled to r.t., a... Reactants: [N+](=O)(O)[O-] (nitric acid), OC1=C(C=C(C=C1)C(CCC)=O)OC (4'-hydroxy-3'-methoxybutyrophenone), ice water. Solvent: C(C)(=O)O (acetic acid). Conditions: time 10 minute. Product: OC1=C(C=C(C=C1[N+](=O)[O-])C(CCC)=O)OC (4'-hydroxy-3'-methoxy-5'-nitrobutyrophenone). RXN SMILES: [N+:1]([O-:4])(O)=[O:2].[OH:5][C:6]1[CH:11]=[CH:10][C:9]([C:12](=[O:16])[CH2:13][CH2:14][CH3:15])=[CH:8][C:7]=1[O:17][CH3:18]>C(O)(=O)C>[OH:5][C:6]1[C:11]([N+:1]([O-:4])=[O:2])=[CH:10][C:9]([C:12](=[O:16])[CH2:13][CH2:14][CH3:15])=[CH:8][C:7]=1[O:17][CH3:18]. Procedure: 6.5 ml of 11.2N nitric acid are added dropwise to a solution of 12.7 g of 4'-hydroxy-3'-methoxybutyrophenone in 250 ml of glacial acetic acid while stirring within 10 minutes. The reaction mixture is subsequently stirred for 15 minutes, poured into ice-water, the separated precipitate is filtered under suction, washed with ice-water and taken up in methylene chloride. The methylene chloride solution is filtered over 50 g of silica gel. The material obtained is recrystallized from methylene chlor... The reactants are FC(C(=O)O)(F)F.C1(CCCC1)C(=O)N1CC(CC(C1)C1=CC=C(C=C1)CC)N (1-(Cyclopentylcarbonyl)-5-(4-ethylphenyl)piperidine-3-amine trifluoroacetate), BrC=1C=CC(=NC1)C(=O)O (5-bromopyridine-2-carboxylic acid). Yields the product BrC=1C=CC(=NC1)C(=O)NC1CN(CC(C1)C1=CC=C(C=C1)CC)C(=O)C1CCCC1 (5-Bromo-N-[1-(cyclopentylcarbonyl)-5-(4-ethylphenyl)piperidin-3-yl]pyridine-2-carboxamide). As a reaction SMILES: FC(F)(F)C(O)=O.[CH:8]1([C:13]([N:15]2[CH2:20][CH:19]([C:21]3[CH:26]=[CH:25][C:24]([CH2:27][CH3:28])=[CH:23][CH:22]=3)[CH2:18][CH:17]([NH2:29])[CH2:16]2)=[O:14])[CH2:12][CH2:11][CH2:10][CH2:9]1.[Br:30][C:31]1[CH:32]=[CH:33][C:34]([C:37](O)=[O:38])=[N:35][CH:36]=1>>[Br:30][C:31]1[CH:32]=[CH:33][C:34]([C:37]([NH:29][CH:17]2[CH2:18][CH:19]([C:21]3[CH:22]=[CH:23][C:24]([CH2:27][CH3:28])=[CH:25][CH:26]=3)[CH2:20][N:15]([C:13]([CH:8]3[CH2:9][CH2:10][CH2:11][CH2:12]3)=[O:14])[CH2:16]2)=[O:38])=[N:35][CH:36]=1 |f:0.1|. Reported procedure: 139 mg (0.34 mmol) of 1-(cyclopentylcarbonyl)-5-(4-ethylphenyl)piperidine-3-amine trifluoroacetate (Example 8A) and 68 mg (0.34 mmol, 1.0 eq.) of 5-bromopyridine-2-carboxylic acid were reacted according to General Method 1. Yield: 75 mg (44% of theory) The reactants are COC1=CC=C(CN(C2=NC(=NC(=N2)C)C=2C(=NC=C(C2)[C@@H](C)N2CCN(CC2)S(=O)(=O)C)NC2=CC=C3C=CC=NC3=C2)CC2=CC=C(C=C2)OC)C=C1 ((R)—N-(3-(4-(bis(4-methoxybenzyl)amino)-6-methyl-1,3,5-triazin-2-yl)-5-(1-(4-(methylsulfonyl)piperazin-1-yl)ethyl)pyridin-2-yl)quinolin-7-amine), FC(S(=O)(=O)O)(F)F (trifluoromethanesulfonic acid), C(=O)(C(F)(F)F)O (TFA). Run at temperature 25 celsius. Product: FC(C(=O)O)(F)F.NC1=NC(=NC(=N1)C)C=1C(=NC=C(C1)[C@@H](C)N1CCN(CC1)S(=O)(=O)C)NC1=CC=C2C=CC=NC2=C1 ((R)—N-(3-(4-amino-6-methyl-1,3,5-triazin-2-yl)-5-(1-(4-(methylsulfonyl)piperazin-1-yl)ethyl)pyridin-2-yl)quinolin-7-amine 2,2,2-trifluoroacetate). The yield is 36.5%. Reaction SMILES: COC1C=CC(C[N:8](CC2C=CC(OC)=CC=2)[C:9]2[N:14]=[C:13]([CH3:15])[N:12]=[C:11]([C:16]3[C:17]([NH:34][C:35]4[CH:44]=[C:43]5[C:38]([CH:39]=[CH:40][CH:41]=[N:42]5)=[CH:37][CH:36]=4)=[N:18][CH:19]=[C:20]([C@H:22]([N:24]4[CH2:29][CH2:28][N:27]([S:30]([CH3:33])(=[O:32])=[O:31])[CH2:26][CH2:25]4)[CH3:23])[CH:21]=3)[N:10]=2)=CC=1.FC(F)(F)S(O)(=O)=O.[C:64]([OH:70])([C:66]([F:69])([F:68])[F:67])=[O:65]>>[F:67][C:66]([F:69])([F:68])[C:64]([OH:70])=[O:65].[NH2:8][C:9]1[N:14]=[C:13]([CH3:15])[N:12]=[C:11]([C:16]2[C:17]([NH:34][C:35]3[CH:44]=[C:43]4[C:38]([CH:39]=[CH:40][CH:41]=[N:42]4)=[CH:37][CH:36]=3)=[N:18][CH:19]=[C:20]([C@H:22]([N:24]3[CH2:25][CH2:26][N:27]([S:30]([CH3:33])(=[O:31])=[O:32])[CH2:28][CH2:29]3)[CH3:23])[CH:21]=2)[N:10]=1 |f:3.4|. Reported procedure: A brown solution of (R)—N-(3-(4-(bis(4-methoxybenzyl)amino)-6-methyl-1,3,5-triazin-2-yl)-5-(1-(4-(methylsulfonyl)piperazin-1-yl)ethyl)pyridin-2-yl)quinolin-7-amine (170.8 mg, 0.225 mmol) and trifluoromethanesulfonic acid (0.2 mL, 2.252 mmol) (10% v/v with TFA) in TFA (2.0 mL) was stirred at 75° C. for 1.5 h. The reaction mixture was subsequently cooled to 25° C. and concentrated in vacuo. The residue was taken up in CH2Cl2 (50 mL), and the resulting solution was washed with saturated aqueous sod...